This data is from the Open Reaction Database (ORD), a public repository of structured organic reaction records. The task is: describe an organic reaction: reactants, conditions, products, and yield The reactants are C(CC)C1=NC2=C(N1CC1=CC=C(C=C1)C1=C(C=CC=C1)C1=NN=NN1)C=C(C=C2C)NC(OOC2=CC=CC=C2)=NC#N (4'-[[2-n-propyl-4-methyl-6-(2-phenoxy-3-cyano-isoureido)-1H-benzimidazol -1-yl]-methyl]-2-(1H-tetrazol-5-yl)-biphenyl), CNC (dimethylamine). Solvent: C(C)(C)O (isopropanol). The product is C(CC)C1=NC2=C(N1CC1=CC=C(C=C1)C1=C(C=CC=C1)C1=NN=NN1)C=C(C=C2C)NC(=NC#N)N(C)C (4'-[[2-n-Propyl-4-methyl-6-(2-cyano-3,3-dimethyl-guanidino) -1H-benzimidazol-1-yl]-methyl]-2-(1H-tetrazol-5-yl)-biphenyl). RXN SMILES: [CH2:1]([C:4]1[N:8]([CH2:9][C:10]2[CH:15]=[CH:14][C:13]([C:16]3[CH:21]=[CH:20][CH:19]=[CH:18][C:17]=3[C:22]3[NH:26][N:25]=[N:24][N:23]=3)=[CH:12][CH:11]=2)[C:7]2[CH:27]=[C:28]([NH:32][C:33](=[N:42][C:43]#[N:44])OOC3C=CC=CC=3)[CH:29]=[C:30]([CH3:31])[C:6]=2[N:5]=1)[CH2:2][CH3:3].[CH3:45][NH:46][CH3:47]>C(O)(C)C>[CH2:1]([C:4]1[N:8]([CH2:9][C:10]2[CH:11]=[CH:12][C:13]([C:16]3[CH:21]=[CH:20][CH:19]=[CH:18][C:17]=3[C:22]3[NH:23][N:24]=[N:25][N:26]=3)=[CH:14][CH:15]=2)[C:7]2[CH:27]=[C:28]([NH:32][C:33]([N:46]([CH3:47])[CH3:45])=[N:42][C:43]#[N:44])[CH:29]=[C:30]([CH3:31])[C:6]=2[N:5]=1)[CH2:2][CH3:3]. Procedure details: Prepared analogously to Example 1c from 4'-[[2-n-propyl-4-methyl-6-(2-phenoxy-3-cyano-isoureido)-1H-benzimidazol -1-yl]-methyl]-2-(1H-tetrazol-5-yl)-biphenyl and dimethylamine in boiling isopropanol. The reactants are [Si](C)(C)(C(C)(C)C)OC(C(C)=O)C (3-tert-butyldimethylsilyloxybutan-2-one), N1C=NC=C1 (imidazole), C(C1=CC=CC=C1)OC=1C=C(C=C(C1)F)[Mg]Br (3-benzyloxy-5-fluorophenylmagnesium bromide), BrC=1C=C(C=C(C1)F)OCC1=CC=CC=C1 (benzyl 3-bromo-5-fluorophenyl ether), [Mg] (magnesium), OC(C(C)=O)C (3-hydroxybutan-2-one), [Si](C)(C)(C(C)(C)C)Cl (tert-butyldimethylsilyl chloride). Run in O1CCCC1 (tetrahydrofuran), O1CCCC1 (tetrahydrofuran), C(C)OCC (diethyl ether), O1CCCC1 (tetrahydrofuran). Run at time 2.5 hour. The product is C(C1=CC=CC=C1)OC=1C=C(C=C(C1)F)C(C)(C(C)O[Si](C)(C)C(C)(C)C)O ((2RS,3SR)-2-(3-benzyloxy-5-fluorophenyl)-3-(tert-butyldimethylsilyloxy)butan-2-ol). The yield is 41.0%. RXN SMILES: [Si:1]([O:8][CH:9]([CH3:13])[C:10](=[O:12])[CH3:11])([C:4]([CH3:7])([CH3:6])[CH3:5])([CH3:3])[CH3:2].OC(C)C(=O)C.[Si](Cl)(C(C)(C)C)(C)C.N1C=CN=C1.[CH2:33]([O:40][C:41]1[CH:42]=[C:43]([Mg]Br)[CH:44]=[C:45]([F:47])[CH:46]=1)[C:34]1[CH:39]=[CH:38][CH:37]=[CH:36][CH:35]=1.BrC1C=C(OCC2C=CC=CC=2)C=C(F)C=1.[Mg]>C(OCC)C.O1CCCC1>[CH2:33]([O:40][C:41]1[CH:42]=[C:43]([C:10]([OH:12])([CH:9]([O:8][Si:1]([C:4]([CH3:5])([CH3:7])[CH3:6])([CH3:3])[CH3:2])[CH3:13])[CH3:11])[CH:44]=[C:45]([F:47])[CH:46]=1)[C:34]1[CH:39]=[CH:38][CH:37]=[CH:36][CH:35]=1. Procedure: A solution of 3-tert-butyldimethylsilyloxybutan-2-one (5.56 g; prepared by reacting 3-hydroxybutan-2-one with tert-butyldimethylsilyl chloride in diethyl ether and using imidazole as a suitable base) in tetrahydrofuran (5 ml) was added to a solution of 3-benzyloxy-5-fluorophenylmagnesium bromide [prepared by heating a mixture of benzyl 3-bromo-5-fluorophenyl ether (6.7 g), magnesium powder (0.58 g) and tetrahydrofuran (50 ml) to 40° C. for 1 hour] in tetrahydrofuran (50 ml) and the mixture was s... Starting materials: CN1CCOCC1 (4-methylmorpholine), CO (Methanol), C1(=CC=CC=C1)CC(=O)N[C@H]1[C@@H]2N(C(=C(CS2)C2OCCC2C)C(=O)OCC2=CC=C(C=C2)OC)C1=O (4-Methoxybenzyl (6R, 7R) -7-phenylacetamido-3-[(2RS,3SR)-3-methyltetrahydrofuran-2-yl]ceph-3-em-4-carboxylate), P(Cl)(Cl)(Cl)(Cl)Cl (phosphorus pentachloride). Solvent: O (Water), ClCCl (dichloromethane), ClCCl (dichloromethane). Reaction conditions: temperature -5 celsius, time 0.5 hour. The product is N[C@H]1[C@@H]2N(C(=C(CS2)C2OCCC2C)C(=O)OCC2=CC=C(C=C2)OC)C1=O (4-Methoxybenzyl (6R,7R)-7-Amino-3-[(2RS,3SR)-3-methyltetrahydrofuran-2-yl]ceph-3-em-4-carboxylate). Isolated yield 36.8%. As a reaction SMILES: C1(CC([NH:10][C@@H:11]2[C:36](=[O:37])[N:13]3[C:14]([C:24]([O:26][CH2:27][C:28]4[CH:33]=[CH:32][C:31]([O:34][CH3:35])=[CH:30][CH:29]=4)=[O:25])=[C:15]([CH:18]4[CH:22]([CH3:23])[CH2:21][CH2:20][O:19]4)[CH2:16][S:17][C@H:12]23)=O)C=CC=CC=1.CN1CCOCC1.P(Cl)(Cl)(Cl)(Cl)Cl.CO>ClCCl.O>[NH2:10][C@@H:11]1[C:36](=[O:37])[N:13]2[C:14]([C:24]([O:26][CH2:27][C:28]3[CH:29]=[CH:30][C:31]([O:34][CH3:35])=[CH:32][CH:33]=3)=[O:25])=[C:15]([CH:18]3[CH:22]([CH3:23])[CH2:21][CH2:20][O:19]3)[CH2:16][S:17][C@H:12]12. Procedure: 4-Methoxybenzyl (6R, 7R) -7-phenylacetamido-3-[(2RS,3SR)-3-methyltetrahydrofuran-2-yl]ceph-3-em-4-carboxylate (0.692g) in dry dichloromethane (5ml) under argon was cooled to -20° C. This solution was then treated with 4-methylmorpholine (0.268g, 0.291ml) followed by a solution of phosphorus pentachloride in dichloromethane (0.415g in 10.37ml) in a rapid dropwise fashion. The solution was allowed to warm to -5° C. and maintained at this temperature for 0.5h. Methanol (5ml) was then added in one p... Reactants: ClC=1C=C(C=CC1OC)CCNC1=NC=C(C=N1)CC (N-[2-(3-chloro-4-methoxyphenyl)ethyl]-5-ethylpyrimidin-2-amine), FC(OC1=CC=C(CBr)C=C1)(F)F (4-trifluoromethoxy benzyl bromide). Product: ClC1=C(C=CC(=C1)CCN(CC1=CC=C(C=C1)OC(F)(F)F)C1=NC=C(C=N1)CC)O (2-Chloro-4-(2-{(5-ethylpyrimidin-2-yl)[4-(trifluoromethoxy)benzyl]amino}ethyl)phenol). As a reaction SMILES: [Cl:1][C:2]1[CH:3]=[C:4]([CH2:10][CH2:11][NH:12][C:13]2[N:18]=[CH:17][C:16]([CH2:19][CH3:20])=[CH:15][N:14]=2)[CH:5]=[CH:6][C:7]=1[O:8]C.[F:21][C:22]([F:33])([F:32])[O:23][C:24]1[CH:31]=[CH:30][C:27]([CH2:28]Br)=[CH:26][CH:25]=1>>[Cl:1][C:2]1[CH:3]=[C:4]([CH2:10][CH2:11][N:12]([C:13]2[N:18]=[CH:17][C:16]([CH2:19][CH3:20])=[CH:15][N:14]=2)[CH2:28][C:27]2[CH:30]=[CH:31][C:24]([O:23][C:22]([F:21])([F:32])[F:33])=[CH:25][CH:26]=2)[CH:5]=[CH:6][C:7]=1[OH:8]. Reported procedure: Similarly prepared from N-[2-(3-chloro-4-methoxyphenyl)ethyl]-5-ethylpyrimidin-2-amine and 4-trifluoromethoxy benzyl bromide.